This data is from the Open Reaction Database (ORD), a public repository of structured organic reaction records. The task is: describe an organic reaction: reactants, conditions, products, and yield Reaction SMILES: [C:1](=[O:2])([CH3:3])[O:4][c:5]1[c:6]([C:18]([CH2:19][CH2:20][c:21]2[cH:22][cH:23][c:24]([OH:27])[cH:25][cH:26]2)=[O:28])[c:7]([OH:17])[cH:8][c:9]([OH:16])[c:10]1[CH2:11][CH:12]=[C:13]([CH3:14])[CH3:15].[CH3:32][OH:33].[ClH:31].[K+:30].[OH-:29]>>[OH:4][c:5]1[c:6]([C:18]([CH2:19][CH2:20][c:21]2[cH:22][cH:23][c:24]([OH:27])[cH:25][cH:26]2)=[O:28])[c:7]([OH:17])[cH:8][c:9]([OH:16])[c:10]1[CH2:11][CH:12]=[C:13]([CH3:14])[CH3:15]. Product: CC(C)=CCc1c(O)cc(O)c(C(=O)CCc2ccc(O)cc2)c1O. The reactants are CC(=O)Oc1c(CC=C(C)C)c(O)cc(O)c1C(=O)CCc1ccc(O)cc1, CO, Cl, [K+], [OH-]. Starting materials: CC(Br)Br, Brc1ccoc1, CCCN(CCC)C1CCc2cccc(Br)c2C1, C1CCOC1, Cc1ccccc1, [Mg], [NH4+], [OH-], O. Yields the product CCCN(CCC)C1CCc2cccc(-c3ccoc3)c2C1. RXN SMILES: [Br:20][CH:21]([Br:22])[CH3:23].[Br:24][c:25]1[cH:26][o:27][cH:28][cH:29]1.[CH2:1]([CH2:2][CH3:3])[N:4]([CH:5]1[CH2:6][c:7]2[c:8]([Br:15])[cH:9][cH:10][cH:11][c:12]2[CH2:13][CH2:14]1)[CH2:16][CH2:17][CH3:18].[CH2:32]1[O:33][CH2:34][CH2:35][CH2:36]1.[CH3:37][c:38]1[cH:39][cH:40][cH:41][cH:42][cH:43]1.[Mg:19].[NH4+:30].[OH-:31].[OH2:44]>>[CH2:1]([CH2:2][CH3:3])[N:4]([CH:5]1[CH2:6][c:7]2[c:8](-[c:25]3[cH:26][o:27][cH:28][cH:29]3)[cH:9][cH:10][cH:11][c:12]2[CH2:13][CH2:14]1)[CH2:16][CH2:17][CH3:18]. The reactants are ( 30 ), OC(C(Cl)(Cl)Cl)NC(C=1C(O)=CC=C(C1)Cl)=O (N-(1'-hydroxy-2',2',2'-trichloroethyl)-5-chlorosalicylamide), ( 9.2 ). Reagents/catalysts: [Zn] (zinc). Solvent: C(C)(=O)O (acetic acid). Reaction conditions: temperature 80 celsius, time 4 hour. Product: ClC(=CNC(C=1C(O)=CC=C(C1)Cl)=O)Cl (N-(2',2'-dichlorovinyl)-5-chlorosalicylamide). The yield is 116.7%. Reaction SMILES: O[CH:2]([NH:7][C:8](=[O:17])[C:9]1[C:10](=[CH:12][CH:13]=[C:14]([Cl:16])[CH:15]=1)[OH:11])[C:3](Cl)([Cl:5])[Cl:4]>C(O)(=O)C.[Zn]>[Cl:5][C:3]([Cl:4])=[CH:2][NH:7][C:8](=[O:17])[C:9]1[C:10](=[CH:12][CH:13]=[C:14]([Cl:16])[CH:15]=1)[OH:11]. Procedure details: Thirty (30) g (0.09 mol) of N-(1'-hydroxy-2',2',2'-trichloroethyl)-5-chlorosalicylamide were dissolved in 150 ml of acetic acid. Nine point two (9.2) g (0.14 mol) of zinc powder were added into the solution under stirring at the temperature from 20° to 40° C and the reaction was continued for 4 hours at the same temperature. The temperature was finally raised at 80° C and then excess zinc was removed by filtration. The filtrate was cooled to obtain 28 g of crystals of N-(2',2'-dichlorovinyl)-5-c... The reactants are C(C)(C)(C)OC(=O)N1CCC(CC1)C(=O)N1C[C@H]([C@@H](C1)N(C(=O)OC1=CC=C(C=C1)F)CC)C1=CC=C(C=C1)Cl (rac-4-{(3R,4S)-3-(4-Chloro-phenyl)-4-[ethyl-(4-fluoro-phenoxycarbonyl)-amino]-pyrrolidine-1-carbonyl}-piperidine-1-carboxylic acid tert-butyl ester), title compounds, FC1=CC=C(C=C1)OC(N(C(C)C)[C@@H]1CN(C[C@H]1C1=CC=C(C=C1)Cl)CC1=CC=CC=C1)=O (rac-[(3S,4R)-1-Benzyl-4-(4-chloro-phenyl)-pyrrolidin-3-yl]-isopropyl-carbamic acid 4-fluoro-phenyl ester), C(C)(C)(C)OC(=O)N1CCC(CC1)C(=O)O (1-(tert-butoxycarbonyl)piperidine-4-carboxylic acid). Product: C(C)(C)(C)OC(=O)N1CCC(CC1)C(=O)N1C[C@H]([C@@H](C1)N(C(C)C)C(=O)OC1=CC=C(C=C1)F)C1=CC=C(C=C1)Cl (4-{(3R,4S)-3-(4-Chloro-phenyl)-4-[(4-fluoro-phenoxycarbonyl)-isopropyl-amino]-pyrrolidine-1-carbonyl}-piperidine-1-carboxylic acid tert-butyl ester). RXN SMILES: [C:1]([O:5][C:6]([N:8]1[CH2:13][CH2:12][CH:11]([C:14]([N:16]2[CH2:20][C@@H:19]([N:21]([CH2:32][CH3:33])[C:22]([O:24][C:25]3[CH:30]=[CH:29][C:28]([F:31])=[CH:27][CH:26]=3)=[O:23])[C@H:18]([C:34]3[CH:39]=[CH:38][C:37]([Cl:40])=[CH:36][CH:35]=3)[CH2:17]2)=[O:15])[CH2:10][CH2:9]1)=[O:7])([CH3:4])([CH3:3])[CH3:2].F[C:42]1C=CC(OC(=O)N([C@H]2[C@H](C3C=CC(Cl)=CC=3)CN(CC3C=CC=CC=3)C2)C(C)C)=CC=1.C(OC(N1CCC(C(O)=O)CC1)=O)(C)(C)C>>[C:1]([O:5][C:6]([N:8]1[CH2:9][CH2:10][CH:11]([C:14]([N:16]2[CH2:20][C@@H:19]([N:21]([C:22]([O:24][C:25]3[CH:26]=[CH:27][C:28]([F:31])=[CH:29][CH:30]=3)=[O:23])[CH:32]([CH3:42])[CH3:33])[C@H:18]([C:34]3[CH:39]=[CH:38][C:37]([Cl:40])=[CH:36][CH:35]=3)[CH2:17]2)=[O:15])[CH2:12][CH2:13]1)=[O:7])([CH3:2])([CH3:3])[CH3:4]. Procedure details: In analogy to the procedure described for the synthesis of rac-4-{(3R,4S)-3-(4-Chloro-phenyl)-4-[ethyl-(4-fluoro-phenoxycarbonyl)-amino]-pyrrolidine-1-carbonyl}-piperidine-1-carboxylic acid tert-butyl ester the title compounds were prepared from rac-[(3S,4R)-1-Benzyl-4-(4-chloro-phenyl)-pyrrolidin-3-yl]-isopropyl-carbamic acid 4-fluoro-phenyl ester by cleavage of the benzyl group and subsequent coupling with 1-(tert-butoxycarbonyl)piperidine-4-carboxylic acid. The resulting rac-4-{(3S,4R)-3-(4-C... The reactants are C#Cc1csc(NC(=O)OC(C)(C)C)c1C(=O)OCC, CCCC[N+](CCCC)(CCCC)CCCC, [Cl-], ClCCl, [F-], CC(C)(C)[Si](C)(C)OS(=O)(=O)C(F)(F)F, [NH4+], Cc1cccc(C)n1. Yields the product C#Cc1csc(N)c1C(=O)OCC. RXN SMILES: [CH2:1]([CH3:2])[O:3][C:4](=[O:5])[c:6]1[c:7]([NH:13][C:14]([O:15][C:16]([CH3:17])([CH3:18])[CH3:19])=[O:20])[s:8][cH:9][c:10]1[C:11]#[CH:12].[CH3:47][CH2:48][CH2:49][CH2:50][N+:51]([CH2:52][CH2:53][CH2:54][CH3:55])([CH2:56][CH2:57][CH2:58][CH3:59])[CH2:60][CH2:61][CH2:62][CH3:63].[Cl-:44].[Cl:64][CH2:65][Cl:66].[F-:46].[F:29][C:30]([F:31])([F:32])[S:33]([O:34][Si:35]([C:36]([CH3:37])([CH3:38])[CH3:39])([CH3:40])[CH3:41])(=[O:42])=[O:43].[NH4+:45].[n:21]1[c:22]([CH3:23])[cH:24][cH:25][cH:26][c:27]1[CH3:28]>>[CH2:1]([CH3:2])[O:3][C:4](=[O:5])[c:6]1[c:7]([NH2:13])[s:8][cH:9][c:10]1[C:11]#[CH:12].